This data is from the Open Reaction Database (ORD), a public repository of structured organic reaction records. The task is: describe an organic reaction: reactants, conditions, products, and yield Starting materials: C(C)(=O)NC(C(=O)O)CC(=O)C1=C(C=CC(=C1)Cl)N ((+)-2-acetamido-4-(2-amino-5-chlorophenyl)-4-oxo-butyric acid). The solvent is CC(=O)O (CH3COOH). The product is N[C@H](C(=O)O)CC(=O)C1=C(C=CC(=C1)Cl)N ((S)-(-)-2-amino-4-(2-amino-5-chlorophenyl)-4-oxo-butyric acid). Isolated yield 71.4%. RXN SMILES: C([NH:4][CH:5]([CH2:9][C:10]([C:12]1[CH:17]=[C:16]([Cl:18])[CH:15]=[CH:14][C:13]=1[NH2:19])=[O:11])[C:6]([OH:8])=[O:7])(=O)C>CC(O)=O>[NH2:4][C@@H:5]([CH2:9][C:10]([C:12]1[CH:17]=[C:16]([Cl:18])[CH:15]=[CH:14][C:13]=1[NH2:19])=[O:11])[C:6]([OH:8])=[O:7]. Procedure details: Starting from 1.03 g. of (+)-2-acetamido-4-(2-amino-5-chlorophenyl)-4-oxo-butyric acid as described above for the preparation of (R)-enantiomer, 0.65 g (71.4%) of (S)-(-)-2-amino-4-(2-amino-5-chlorophenyl)-4-oxo-butyric acid were obtained (m.p. 208°-209° C. (dec.); [α]20D =-12.6° (1%, CH3COOH); ee=96%). Starting materials: CC(C)(C)OC(=O)N1CCCC(C)(C(Oc2n[nH]c3ccc(F)cc23)c2ccccc2F)C1, CC(C)(C)OC(=O)N1CCCC(COS(C)(=O)=O)C1, CCOC(C)=O, CO, Cl, Oc1nn(-c2ccccc2F)c2ccc(F)cc12, NC(=O)[O-], C1COCCO1. The product is CC(C)(C)OC(=O)N1CCCC(C(Oc2n[nH]c3ccc(F)cc23)c2ccccc2F)C1. RXN SMILES: [C:1]([CH3:2])([CH3:3])([CH3:4])[O:5][C:6](=[O:7])[N:8]1[CH2:9][C:10]([CH3:14])([CH:15]([c:16]2[c:17]([F:22])[cH:18][cH:19][cH:20][cH:21]2)[O:23][c:24]2[n:25][nH:26][c:27]3[cH:28][cH:29][c:30]([F:33])[cH:31][c:32]23)[CH2:11][CH2:12][CH2:13]1.[C:52]([O:53][C:54]([N:55]1[CH2:56][CH2:57][CH2:58][CH:59]([CH2:60][O:61][S:62]([CH3:63])(=[O:64])=[O:65])[CH2:66]1)=[O:67])([CH3:68])([CH3:69])[CH3:70].[CH3:76][CH2:77][O:78][C:79]([CH3:80])=[O:81].[CH3:88][OH:89].[ClH:75].[F:34][c:35]1[cH:36][c:37]2[c:38]([cH:39][cH:40]1)[n:41](-[c:42]1[cH:43][cH:44][cH:45][cH:46][c:47]1[F:48])[n:49][c:50]2[OH:51].[NH2:71][C:72](=[O:73])[O-:74].[O:82]1[CH2:83][CH2:84][O:85][CH2:86][CH2:87]1>>[C:1]([CH3:2])([CH3:3])([CH3:4])[O:5][C:6](=[O:7])[N:8]1[CH2:9][CH:10]([CH:15]([c:16]2[c:17]([F:22])[cH:18][cH:19][cH:20][cH:21]2)[O:23][c:24]2[n:25][nH:26][c:27]3[cH:28][cH:29][c:30]([F:33])[cH:31][c:32]23)[CH2:11][CH2:12][CH2:13]1.